Dataset: the Open Reaction Database (ORD), a public repository of structured organic reaction records. Task: describe an organic reaction: reactants, conditions, products, and yield Starting materials: C1(=CC=C(C=C1)C1CC(C(O1)C(C(=O)O)C)=C=C)C ((5-p-tolyl-3-vinylidene-tetrahydro-furan-2-yl)propionic acid), C(=O)([O-])[O-].[K+].[K+] (K2CO3), CN(C=O)C (dimethylformamide), O (H2O), C1(=CC=CC=C1)I (PhI). The reagents and catalysts are C=1C=CC(=CC1)[P](C=2C=CC=CC2)(C=3C=CC=CC3)[Pd]([P](C=4C=CC=CC4)(C=5C=CC=CC5)C=6C=CC=CC6)([P](C=7C=CC=CC7)(C=8C=CC=CC8)C=9C=CC=CC9)[P](C=1C=CC=CC1)(C=1C=CC=CC1)C=1C=CC=CC1 (Pd(PPh3)4). Run in C(C)(=O)OCC (ethyl acetate). Run at temperature 85 celsius, time 4 hour. Yields the product C1(=CC=C(C=C1)C1CC2(OC(CCC2O1)=O)C(=C)C1=CC=CC=C1)C (2-p-tolyl-3a-(1-phenylvinyl)-hexahydrofuro[3,2-b]pyran-5-one). RXN SMILES: [C:1]1([CH3:19])[CH:6]=[CH:5][C:4]([CH:7]2[O:11][CH:10]([CH:12]([CH3:16])C(O)=O)[C:9](=[C:17]=[CH2:18])[CH2:8]2)=[CH:3][CH:2]=1.[C:20]([O-:23])([O-])=[O:21].[K+].[K+].[C:26]1(I)[CH:31]=[CH:30]C=[CH:28][CH:27]=1.O.[CH3:34]N(C)C=O>C(OCC)(=O)C.C1C=CC([P]([Pd]([P](C2C=CC=CC=2)(C2C=CC=CC=2)C2C=CC=CC=2)([P](C2C=CC=CC=2)(C2C=CC=CC=2)C2C=CC=CC=2)[P](C2C=CC=CC=2)(C2C=CC=CC=2)C2C=CC=CC=2)(C2C=CC=CC=2)C2C=CC=CC=2)=CC=1>[C:1]1([CH3:19])[CH:2]=[CH:3][C:4]([CH:7]2[O:11][CH:10]3[C:9]([C:17]([C:18]4[CH:30]=[CH:31][CH:26]=[CH:27][CH:28]=4)=[CH2:34])([O:23][C:20](=[O:21])[CH2:16][CH2:12]3)[CH2:8]2)=[CH:5][CH:6]=1 |f:1.2.3,^1:48,50,69,88|. Procedure details: (5-p-tolyl-3-vinylidene-tetrahydro-furan-2-yl)propionic acid (61 mg, 0.25 mmol), Pd(PPh3)4 (29 mg, 0.025 mmol), K2CO3 (170 mg, 1.23 mmol) were dissolved in 6 mL of dimethylformamide, followed by addition of PhI (138 μL, 1.23 mmol). The solution was stirred for 4 hours at 85° C. When the reaction was completed, H2O was added and the solution was stirred for 5 minutes. The mixture was diluted with ethyl acetate, washed with H2O and NaCl. Organic layer was separated and dried with anhydride MgSO4. ... Starting materials: [O-]CC.[Na+] (sodium ethoxide), C(CC(=O)OCC)(=O)OCC (diethyl malonate), ClC=1C=CC(=C(C1)C=CC(C)=O)F (4-(5-chloro-2-fluorophenyl)-3-buten-2-one). The solvent is C(C)O (ethanol). Reaction conditions: time 30 minute. Product: ClC=1C=CC(=C(C1)C1CC(CC(C1)=O)=O)F (5-(5-chloro-2-fluorophenyl)cyclohexane-1,3-dione). Reaction SMILES: [O-:1][CH2:2][CH3:3].[Na+].C(OCC)(=O)CC(OCC)=O.[Cl:16][C:17]1[CH:18]=[CH:19][C:20]([F:28])=[C:21]([CH:23]=[CH:24][C:25](=[O:27])[CH3:26])[CH:22]=1>C(O)C>[Cl:16][C:17]1[CH:18]=[CH:19][C:20]([F:28])=[C:21]([CH:23]2[CH2:3][C:2](=[O:1])[CH2:26][C:25](=[O:27])[CH2:24]2)[CH:22]=1 |f:0.1|. Reported procedure: To a solution of 20% sodium ethoxide in ethanol (7.4 g) was added at room temperature diethyl malonate (3.6 g), and then added little by little 4-(5-chloro-2-fluorophenyl)-3-buten-2-one (4.3 g). The mixture was stirred at room temperature for 30 minutes and then for 2 hours while heating, and cooled. The solvent was evaporated, and to the residue was added water. The aqueous layer was washed with ethyl acetate and concentrated. To the residue was added 2M sodium hydroxide (17 ml), and the mixtur...